This data is from the Open Reaction Database (ORD), a public repository of structured organic reaction records. The task is: describe an organic reaction: reactants, conditions, products, and yield The reactants are CC=O, CC(=O)Cl, Cn1c(C(F)(F)F)cc(=O)n(-c2c(F)cc(Cl)c3nc(N)oc23)c1=O, c1ccncc1. Yields the product CC(=O)Nc1nc2c(Cl)cc(F)c(-n3c(=O)cc(C(F)(F)F)n(C)c3=O)c2o1. RXN SMILES: [CH3:1][C:2]=[O:3].[CH3:29][C:30]([Cl:31])=[O:32].[NH2:4][c:5]1[o:6][c:7]2[c:8]([n:9]1)[c:10]([Cl:28])[cH:11][c:12]([F:27])[c:13]2-[n:14]1[c:15](=[O:26])[n:16]([CH3:25])[c:17]([C:21]([F:22])([F:23])[F:24])[cH:18][c:19]1=[O:20].[cH:33]1[cH:34][cH:35][n:36][cH:37][cH:38]1>>[NH:4]([c:5]1[o:6][c:7]2[c:8]([n:9]1)[c:10]([Cl:28])[cH:11][c:12]([F:27])[c:13]2-[n:14]1[c:15](=[O:26])[n:16]([CH3:25])[c:17]([C:21]([F:22])([F:23])[F:24])[cH:18][c:19]1=[O:20])[C:30]([CH3:29])=[O:32].